From a dataset of the Open Reaction Database (ORD), a public repository of structured organic reaction records. describe an organic reaction: reactants, conditions, products, and yield Starting materials: CSC=1C=CC2=C(C(CC3=C(S2)C=CC=C3)N3CCN(CC3)CCCO)C1 (8-methylthio-10-[4-(3-hydroxypropyl)piperazino]-10,11-dihydrodibenzo[b,f]thiepin), C(CCCCCCCCCCCCCCC)(=O)Cl (palmitoyl chloride), O (water), [OH-].[NH4+] (ammonium hydroxide). Solvent: C(Cl)(Cl)Cl (chloroform), C1=CC=CC=C1 (benzene). Conditions: temperature 60 celsius, time 8 hour. The product is CSC=1C=CC2=C(C(CC3=C(S2)C=CC=C3)N3CCN(CC3)CCCOC(CCCCCCCCCCCCCCC)=O)C1 (8-Methylthio-10-[4-(3-hexadecanoyloxypropyl)piperazino]-10,11-dihydrodibenzo[b,f]thiepin). RXN SMILES: [CH3:1][S:2][C:3]1[CH:4]=[CH:5][C:6]2[S:12][C:11]3[CH:13]=[CH:14][CH:15]=[CH:16][C:10]=3[CH2:9][CH:8]([N:17]3[CH2:22][CH2:21][N:20]([CH2:23][CH2:24][CH2:25][OH:26])[CH2:19][CH2:18]3)[C:7]=2[CH:27]=1.[C:28](Cl)(=[O:44])[CH2:29][CH2:30][CH2:31][CH2:32][CH2:33][CH2:34][CH2:35][CH2:36][CH2:37][CH2:38][CH2:39][CH2:40][CH2:41][CH2:42][CH3:43].O.[OH-].[NH4+]>C(Cl)(Cl)Cl.C1C=CC=CC=1>[CH3:1][S:2][C:3]1[CH:4]=[CH:5][C:6]2[S:12][C:11]3[CH:13]=[CH:14][CH:15]=[CH:16][C:10]=3[CH2:9][CH:8]([N:17]3[CH2:18][CH2:19][N:20]([CH2:23][CH2:24][CH2:25][O:26][C:28](=[O:44])[CH2:29][CH2:30][CH2:31][CH2:32][CH2:33][CH2:34][CH2:35][CH2:36][CH2:37][CH2:38][CH2:39][CH2:40][CH2:41][CH2:42][CH3:43])[CH2:21][CH2:22]3)[C:7]=2[CH:27]=1 |f:3.4|. Procedure: To a solution of 14.0 grams of 8-methylthio-10-[4-(3-hydroxypropyl)piperazino]-10,11-dihydrodibenzo[b,f]thiepin in a mixture of 20 milliliters of chloroform and 60 milliliters of benzene was added 19.2 grams of palmitoyl chloride (hexadecanoyl chloride) and the mixture was allowed to stand at room temperature overnight. Thereafter the mixture was heated at a temperature of 60°C for a period of 2 hours. After cooling, the mixture was added to 100 milliliters of water containing 10 milliliters of ... The reactants are C1C2=CC=CC=C2CN1, C1=CC(=CC=C1Br)I. Reagents/catalysts: CC(C)(C)[O-].[Na+], CC1(C2=C(C(=CC=C2)P(C3=CC=CC=C3)C4=CC=CC=C4)OC5=C1C=CC=C5P(C6=CC=CC=C6)C7=CC=CC=C7)C, CC(=O)O.CC(=O)O.[Pd]. Run in CC1=CC=CC=C1. Run at temperature 100 celsius. The product is C1C2=CC=CC=C2CN1C3=CC=C(C=C3)Br. Yield: 48.3%. Reported procedure: palladium(II) acetate (0.112 g, 0.50 mmol) and XANTPHOS (0.288 g, 0.50 mmol) were added to a degassed solution of isoindoline (0.566 ml, 4.98 mmol), 1-bromo-4-iodobenzene (1.41 g, 4.98 mmol) and SODIUM TERT-BUTOXIDE (1.197 g, 12.46 mmol) in toluene (49.3 ml) under nitrogen. The resulting solution was stirred at 100 °C for 18 hours. The reaction mixture was allowed to cool to RT and was partitioned between EtOAc and H2O, filtered and the organic layer separated and dried over MgSO4, filtered and ...